From a dataset of the Open Reaction Database (ORD), a public repository of structured organic reaction records. describe an organic reaction: reactants, conditions, products, and yield Run in CCOCC (ether). Conditions: time 15 hour. Starting materials: [Cr](=O)(=O)([O-])O[Cr](=O)(=O)[O-].[NH+]1=CC=CC=C1.[NH+]1=CC=CC=C1 (pyridinium dichromate), C1=CC=[NH+]C=C1.C1=CC=[NH+]C=C1.[O-][Cr](=O)(=O)O[Cr](=O)(=O)[O-] (PDC), COC1=CC(=C(C=C1OC)C(O)C1=CC(=C(C(=C1)OC)OC)OC)[N+](=O)[O-] ((4,5-Dimethoxy-2-nitro-phenyl)-(3,4,5-trimethoxy-phenyl)-methanol), C(Cl)Cl (DCM). Yield: 38.0%. Product: COC1=CC(=C(C=C1OC)C(=O)C1=CC(=C(C(=C1)OC)OC)OC)[N+](=O)[O-] ((4,5-Dimethoxy-2-nitro-phenyl)-(3,4,5-trimethoxy-phenyl)-methanone). Procedure details: Powdered 4 Å molecular sieves (583 mg) and pyridinium dichromate (2.17 g, 5.77 mmol) were successively added to a stirred solution of intermediate 241 (1.46 g, 3.84 mmol) in of anhydrous DCM (38.5 mL) at 0° C. The mixture was stirred at rt for 15 h. More PDC (290 mg, 0.770 mmol) was added and the mixture was stirred for another 4 h, The diluted with ether and filtered through a celite pad. The filtrate was concentrated and the brown solid was purified by flash chromatography using EtOAc/DCM (7:9... RXN SMILES: [Cr](O[Cr]([O-])(=O)=O)([O-])(=O)=O.[NH+]1C=CC=CC=1.[NH+]1C=CC=CC=1.[CH3:22][O:23][C:24]1[C:29]([O:30][CH3:31])=[CH:28][C:27]([CH:32]([C:34]2[CH:39]=[C:38]([O:40][CH3:41])[C:37]([O:42][CH3:43])=[C:36]([O:44][CH3:45])[CH:35]=2)[OH:33])=[C:26]([N+:46]([O-:48])=[O:47])[CH:25]=1.C(Cl)Cl>CCOCC>[CH3:22][O:23][C:24]1[C:29]([O:30][CH3:31])=[CH:28][C:27]([C:32]([C:34]2[CH:35]=[C:36]([O:44][CH3:45])[C:37]([O:42][CH3:43])=[C:38]([O:40][CH3:41])[CH:39]=2)=[O:33])=[C:26]([N+:46]([O-:48])=[O:47])[CH:25]=1 |f:0.1.2|. Starting materials: FC(C=1C=C(C=2C=CN=CC2C1)N)(F)F (7-(trifluoromethyl)isoquinolin-5-amine), FC(OC1=CC=C(CN=C=O)C=C1)(F)F ([4-(trifluoromethoxy)benzyl]isocyanate). Product: FC(C1=CC(=C2C=CN=CC2=C1)NC(=O)NCC1=CC=C(C=C1)OC(F)(F)F)(F)F (N-[7-(trifluoromethyl)isoquinolin-5-yl]-N′-[4-(trifluoromethoxy)benzyl]urea). As a reaction SMILES: [F:1][C:2]([F:15])([F:14])[C:3]1[CH:4]=[C:5]([NH2:13])[C:6]2[CH:7]=[CH:8][N:9]=[CH:10][C:11]=2[CH:12]=1.[F:16][C:17]([F:30])([F:29])[O:18][C:19]1[CH:28]=[CH:27][C:22]([CH2:23][N:24]=[C:25]=[O:26])=[CH:21][CH:20]=1>>[F:15][C:2]([F:1])([F:14])[C:3]1[CH:12]=[C:11]2[C:6]([CH:7]=[CH:8][N:9]=[CH:10]2)=[C:5]([NH:13][C:25]([NH:24][CH2:23][C:22]2[CH:21]=[CH:20][C:19]([O:18][C:17]([F:16])([F:30])[F:29])=[CH:28][CH:27]=2)=[O:26])[CH:4]=1. Procedure: Prepared from 7-(trifluoromethyl)isoquinolin-5-amine (Description 99) and [4-(trifluoromethoxy)benzyl]isocyanate (Description 59) according to Description 61. m/z (ES+) 414 (M+H)+.